describe an organic reaction: reactants, conditions, products, and yield From a dataset of the Open Reaction Database (ORD), a public repository of structured organic reaction records. Reactants: O=C1CCC(=O)N1Br, CN(C)C=O, O=C(O)Cc1cc(O)no1. Product: O=C(O)Cc1onc(O)c1Br. Reaction SMILES: [Br:11][N:12]1[C:13](=[O:14])[CH2:15][CH2:16][C:17]1=[O:18].[CH3:19][N:20]([CH3:21])[CH:22]=[O:23].[OH:1][c:2]1[n:3][o:4][c:5]([CH2:7][C:8](=[O:9])[OH:10])[cH:6]1>>[OH:1][c:2]1[n:3][o:4][c:5]([CH2:7][C:8](=[O:9])[OH:10])[c:6]1[Br:11]. Starting materials: C(C1=CC=CC=C1)N1N=C(C2=CC=CC=C12)CC1(C(N(C2=C(N(C1=O)CC(=O)N(C1=CC=C(C=C1)OC)C(C)C)C=CC=C2)C2=CC=CC=C2)=O)C (2-[3-(1-Benzyl-1H-indazol-3-ylmethyl)-3-methyl-2,4-dioxo-5-phenyl-2,3,4,5-tetrahydro-benzo[b][1,4]diazepin-1-yl]-N-isopropyl-N-(4-methoxy-phenyl) acetamide), Intermediate 39, solution, C(=O)O (formic acid). Reagents/catalysts: [Pd] (palladium on carbon). The solvent is C(C)O (ethanol). The product is N1N=C(C2=CC=CC=C12)CC1(C(N(C2=C(N(C1=O)CC(=O)N(C1=CC=C(C=C1)OC)C(C)C)C=CC=C2)C2=CC=CC=C2)=O)C (2-[3-(1H-Indazol-3-ylmethyl)-3-methyl-2,4-dioxo-5-phenyl-2,3,4,5-tetrahydro-benzo[b][1,4]diazepin-1-yl]-N-isopropyl-N-(4-methoxy-phenyl) acetamide). The yield is 17.8%. Reaction SMILES: C([N:8]1[C:16]2[C:11](=[CH:12][CH:13]=[CH:14][CH:15]=2)[C:10]([CH2:17][C:18]2([CH3:52])[C:24](=[O:25])[N:23]([CH2:26][C:27]([N:29]([CH:38]([CH3:40])[CH3:39])[C:30]3[CH:35]=[CH:34][C:33]([O:36][CH3:37])=[CH:32][CH:31]=3)=[O:28])[C:22]3[CH:41]=[CH:42][CH:43]=[CH:44][C:21]=3[N:20]([C:45]3[CH:50]=[CH:49][CH:48]=[CH:47][CH:46]=3)[C:19]2=[O:51])=[N:9]1)C1C=CC=CC=1.C(O)=O>C(O)C.[Pd]>[NH:8]1[C:16]2[C:11](=[CH:12][CH:13]=[CH:14][CH:15]=2)[C:10]([CH2:17][C:18]2([CH3:52])[C:24](=[O:25])[N:23]([CH2:26][C:27]([N:29]([CH:38]([CH3:40])[CH3:39])[C:30]3[CH:35]=[CH:34][C:33]([O:36][CH3:37])=[CH:32][CH:31]=3)=[O:28])[C:22]3[CH:41]=[CH:42][CH:43]=[CH:44][C:21]=3[N:20]([C:45]3[CH:46]=[CH:47][CH:48]=[CH:49][CH:50]=3)[C:19]2=[O:51])=[N:9]1. Procedure details: To a stirring solution of 190 mg (0.28 mmol) of 2-[3-(1-Benzyl-1H-indazol-3-ylmethyl)-3-methyl-2,4-dioxo-5-phenyl-2,3,4,5-tetrahydro-benzo[b][1,4]diazepin-1-yl]-N-isopropyl-N-(4-methoxy-phenyl) acetamide, prepared as in Intermediate 39, in 15 mL of a 10% solution of formic acid in absolute ethanol is added 200 mg of 10% palladium on carbon. The resulting black suspension is heated at reflux for 6 h, then cooled to RT. The reaction mixture is filtered through Celite to remove the catalyst and the... Reactants: [Cr](=O)(=O)([O-])Cl.[NH+]1=CC=CC=C1 (Pyridinium chlorochromate), C(CCC)C=1OC2=C(C1C(C1=CC=C(C=C1)C1=CC=C(C=C1)O)O)C=CC=C2 (4'-[(2-butyl-benzofuran-3-yl)-hydroxy-methyl]-biphenyl-4-ol), ClCCl (dichloromethane). The solvent is C(C)OCC (ethyl ether). Conditions: time 1 hour. Yields the product C(CCC)C=1OC2=C(C1C(=O)C1=CC=C(C=C1)C1=CC=C(C=C1)O)C=CC=C2 ((2-Butyl-benzofuran-3-yl)-(4'-hydroxy-biphenyl-4-yl)-methanone). Yield: 55.3%. Reaction SMILES: [Cr](Cl)([O-])(=O)=O.[NH+]1C=CC=CC=1.[CH2:12]([C:16]1[O:17][C:18]2[CH:39]=[CH:38][CH:37]=[CH:36][C:19]=2[C:20]=1[CH:21]([OH:35])[C:22]1[CH:27]=[CH:26][C:25]([C:28]2[CH:33]=[CH:32][C:31]([OH:34])=[CH:30][CH:29]=2)=[CH:24][CH:23]=1)[CH2:13][CH2:14][CH3:15].ClCCl>C(OCC)C>[CH2:12]([C:16]1[O:17][C:18]2[CH:39]=[CH:38][CH:37]=[CH:36][C:19]=2[C:20]=1[C:21]([C:22]1[CH:27]=[CH:26][C:25]([C:28]2[CH:29]=[CH:30][C:31]([OH:34])=[CH:32][CH:33]=2)=[CH:24][CH:23]=1)=[O:35])[CH2:13][CH2:14][CH3:15] |f:0.1|. Procedure details: Pyridinium chlorochromate (1.74 g, 8.06 mmol), was added into a mixture of 4'-[(2-butyl-benzofuran-3-yl)-hydroxy-methyl]-biphenyl-4-ol (2.0 g, 5.37 mmol), and dichloromethane (20 mL). The reaction mixture was stirred for 1 hour, diluted with ethyl ether and filtered through a florisil pad. The organic extracts were dried over MgSO4. Evaporation and purification by flash chromatography on silica gel (hexanes/EtOAc 3:1) gave a yellow solid(1.1 g): MS m/e 370 (M+); As a reaction SMILES: [CH3:2][N:3]([CH3:4])[CH2:5][CH2:6][CH2:7][N:8]=[C:9]=[N:10][CH2:11][CH3:12].[CH3:35][N:36]([CH3:37])[c:38]1[cH:39][cH:40][n:41][cH:42][cH:43]1.[Cl:13][CH2:14][CH2:15][CH2:16][CH2:17][CH2:18][CH2:19][CH2:20][CH2:21][OH:22].[Cl:32][CH2:33][Cl:34].[ClH:1].[O:23]1[CH:24]([C:28](=[O:29])[OH:30])[CH2:25][CH2:26][CH2:27]1.[OH2:31]>>[Cl:13][CH2:14][CH2:15][CH2:16][CH2:17][CH2:18][CH2:19][CH2:20][CH2:21][O:22][C:28]([CH:24]1[O:23][CH2:27][CH2:26][CH2:25]1)=[O:29]. Product: O=C(OCCCCCCCCCl)C1CCCO1. Reactants: CCN=C=NCCCN(C)C, CN(C)c1ccncc1, OCCCCCCCCCl, ClCCl, Cl, O=C(O)C1CCCO1, O. The reactants are NC1CNC=2N(C1)N=C(C2C#N)C2=CC=C(C=C2)OC2=CC=CC=C2 (6-amino-2-(4-phenoxyphenyl)-4,5,6,7-tetrahydropyrazolo[1,5-a]pyrimidine-3-carbonitrile), ClCCC(=O)NC=1C=C(C=CC1)C1CCNC=2N1N=C(C2C(=O)N)C2=CC=C(C=C2)OC2=CC=CC=C2 (7-(3-(3-chloropropanamido)phenyl)-2-(4-phenoxyphenyl)-4,5,6,7-tetrahydropyrazolo[1,5-a]pyrimidine-3-carboxamide). Yields the product NC1CNC=2N(C1)N=C(C2C(=O)N)C2=CC=C(C=C2)OC2=CC=CC=C2 (6-Amino-2-(4-phenoxyphenyl)-4,5,6,7-tetrahydropyrazolo[1,5-a]pyrimidine-3-carboxamide). Reaction SMILES: [NH2:1][CH:2]1[CH2:7][N:6]2[N:8]=[C:9]([C:13]3[CH:18]=[CH:17][C:16]([O:19][C:20]4[CH:25]=[CH:24][CH:23]=[CH:22][CH:21]=4)=[CH:15][CH:14]=3)[C:10]([C:11]#[N:12])=[C:5]2[NH:4][CH2:3]1.ClCCC(NC1C=C(C2N3N=C(C4C=CC(OC5C=CC=CC=5)=CC=4)C(C(N)=O)=C3NCC2)C=CC=1)=[O:30]>>[NH2:1][CH:2]1[CH2:7][N:6]2[N:8]=[C:9]([C:13]3[CH:14]=[CH:15][C:16]([O:19][C:20]4[CH:21]=[CH:22][CH:23]=[CH:24][CH:25]=4)=[CH:17][CH:18]=3)[C:10]([C:11]([NH2:12])=[O:30])=[C:5]2[NH:4][CH2:3]1. Procedure: The desired product was prepared from 6-amino-2-(4-phenoxyphenyl)-4,5,6,7-tetrahydropyrazolo[1,5-a]pyrimidine-3-carbonitrile using the procedure similar to step 2 for compound 2. 1H NMR (400 MHz, DMSO-d6) 7.53-7.48 (m, 2H), 7.46-7.40 (m, 2H), 7.22-7.16 (m, 1H), 7.11-7.03 (m, 4H), 6.58 (br s, 1H), 4.15-4.08 (m, 1H), 3.72-3.67 (m, 1H), 3.40-3.30 (m, 2H) and 3.06-2.98 (m, 1H). MS (ESI) m/e [M+1]+ 350.2. The reactants are O1CC(C1)=O (oxetan-3-one), C1(=CC=CC=C1)P(C1=CC=CC=C1)(C1=CC=CC=C1)=CC(=O)OCC1=CC=CC=C1 (benzyl (triphenyl-λ5-phosphanylidene)acetate). Run in ClCCl (dichloromethane). Run at time 15 minute. The product is O1CC(C1)=CC(=O)OCC1=CC=CC=C1 (Benzyl oxetan-3-ylideneacetate). RXN SMILES: [O:1]1[CH2:4][C:3](=O)[CH2:2]1.C1(P(=[CH:25][C:26]([O:28][CH2:29][C:30]2[CH:35]=[CH:34][CH:33]=[CH:32][CH:31]=2)=[O:27])(C2C=CC=CC=2)C2C=CC=CC=2)C=CC=CC=1>ClCCl>[O:1]1[CH2:2][C:3](=[CH:25][C:26]([O:28][CH2:29][C:30]2[CH:35]=[CH:34][CH:33]=[CH:32][CH:31]=2)=[O:27])[CH2:4]1. Reported procedure: Under argon and at 0° C., 3.0 g (41.63 mmol) of oxetan-3-one (CAS Reg.-No. 6704-31-0) were dissolved in 50 ml of dichloromethane, and 18.8 g (45.79 mmol) of benzyl (triphenyl-λ5-phosphanylidene)acetate were then added. The reaction mixture was then slowly warmed to room temperature and stirred for another 15 minutes. The reaction solution was then concentrated to dryness. The residue was taken up in 25 ml of diethyl ether and stirred, and the mixture was kept at 4° C. for 12 h. The precipitated ...